From a dataset of the Open Reaction Database (ORD), a public repository of structured organic reaction records. describe an organic reaction: reactants, conditions, products, and yield The reactants are CC(O)=S, COc1ccc(S(=O)(=O)CC(CC(C)=S)NC(C)=O)cc1, C[O-], CO, Cl, [Na+], C1CCOC1, COc1ccc(S(=O)(=O)CC(CO)NC(C)=O)cc1, c1ccc(P(c2ccccc2)c2ccccc2)cc1, O=P(c1ccccc1)(c1ccccc1)c1ccccc1. Product: COc1ccc(S(=O)(=O)CC(CS)NC(C)=O)cc1. Reaction SMILES: [C:39]([OH:40])(=[S:41])[CH3:42].[C:63]([CH2:64][CH:65]([NH:66][C:67](=[O:68])[CH3:69])[CH2:70][S:71]([c:72]1[cH:73][cH:74][c:75]([O:76][CH3:77])[cH:78][cH:79]1)(=[O:80])=[O:81])(=[S:82])[CH3:83].[CH3:84][O-:85].[CH3:93][OH:94].[ClH:87].[Na+:86].[O:88]1[CH2:89][CH2:90][CH2:91][CH2:92]1.[OH:20][CH2:21][CH:22]([CH2:23][S:24](=[O:25])(=[O:26])[c:27]1[cH:28][cH:29][c:30]([O:33][CH3:34])[cH:31][cH:32]1)[NH:35][C:36]([CH3:37])=[O:38].[c:1]1([P:2]([c:3]2[cH:4][cH:5][cH:6][cH:7][cH:8]2)[c:9]2[cH:10][cH:11][cH:12][cH:13][cH:14]2)[cH:15][cH:16][cH:17][cH:18][cH:19]1.[c:43]1([P:44](=[O:45])([c:46]2[cH:47][cH:48][cH:49][cH:50][cH:51]2)[c:52]2[cH:53][cH:54][cH:55][cH:56][cH:57]2)[cH:58][cH:59][cH:60][cH:61][cH:62]1>>[CH2:21]([CH:22]([CH2:23][S:24](=[O:25])(=[O:26])[c:27]1[cH:28][cH:29][c:30]([O:33][CH3:34])[cH:31][cH:32]1)[NH:35][C:36]([CH3:37])=[O:38])[SH:41]. Reactants: [PH2](O)=O (phosphinic acid), C(OCC)(OCC)OCC (triethyl orthoformate), 114, FC(C(=O)O)(F)F (trifluoroacetic acid). Yields the product 631.5, C(C)OC(OCC)P(OCC)=O (ethyl diethoxymethylphosphinate). Isolated yield 64.5%. As a reaction SMILES: [PH2:1](=[O:3])[OH:2].[CH:4](OCC)([O:8][CH2:9][CH3:10])[O:5][CH2:6][CH3:7].F[C:15](F)(F)[C:16](O)=O>>[CH2:6]([O:5][CH:4]([PH:1](=[O:2])[O:3][CH2:15][CH3:16])[O:8][CH2:9][CH3:10])[CH3:7]. Procedure: Using the procedure described in Example 1b, 363 parts of 90% aqueous phosphinic acid solution are reacted with 1930 parts of triethyl orthoformate in the presence of 114 parts of trifluoroacetic acid. Work up and purification by the procedures of Example 1b gives 631.5 parts (64.5%) of ethyl diethoxymethylphosphinate of 96.9% purity. Starting materials: BrCc1cc(Br)cc2ccoc12, [Na+], C1COCCO1, [OH-]. Yields the product OCc1cc(Br)cc2ccoc12. As a reaction SMILES: [Br:1][c:2]1[cH:3][c:4]([CH2:11][Br:12])[c:5]2[c:6]([cH:7][cH:8][o:9]2)[cH:10]1.[Na+:20].[O:13]1[CH2:14][CH2:15][O:16][CH2:17][CH2:18]1.[OH-:19]>>[Br:1][c:2]1[cH:3][c:4]([CH2:11][OH:13])[c:5]2[c:6]([cH:7][cH:8][o:9]2)[cH:10]1. Starting materials: C(CCCCCCCCCCCCCCC=C)Cl (16-heptadecenyl chloride), N1C(=O)N(C)C=2N=CN(C)C2C1=O.[Na] (sodium theobromine), O (water). Run in CS(=O)C.O1CCCC1 (dimethylsulfoxide tetrahydrofuran). Conditions: temperature 60 celsius, time 16 hour. The product is C(CCCCCCCCCCCCCCC=C)N1C(=O)N(C=2N=CN(C2C1=O)C)C (1-(16-Heptadecenyl)-3,7-dimethylxanthine). Yield: 85.0%. As a reaction SMILES: [NH:1]1[C:12](=[O:13])[C:11]2[N:9]([CH3:10])[CH:8]=[N:7][C:6]=2[N:4]([CH3:5])[C:2]1=[O:3].[Na].[CH2:15](Cl)[CH2:16][CH2:17][CH2:18][CH2:19][CH2:20][CH2:21][CH2:22][CH2:23][CH2:24][CH2:25][CH2:26][CH2:27][CH2:28][CH2:29][CH:30]=[CH2:31].O>CS(C)=O.O1CCCC1>[CH2:31]([N:1]1[C:12](=[O:13])[C:11]2[N:9]([CH3:10])[CH:8]=[N:7][C:6]=2[N:4]([CH3:5])[C:2]1=[O:3])[CH2:30][CH2:29][CH2:28][CH2:27][CH2:26][CH2:25][CH2:24][CH2:23][CH2:22][CH2:21][CH2:20][CH2:19][CH2:18][CH2:17][CH:16]=[CH2:15] |f:0.1,4.5,^1:13|. Procedure details: To a suspension of sodium theobromine (2.02 g, 10.0 mmol) in dimethylsulfoxide/tetrahydrofuran (2:1, 30 mL) was added 16-heptadecenyl chloride and the reaction stirred for 16 hours at 60° C. The mixture was poured into water (75 mL) and extracted with ethyl acetate (3×75 mL). The organic portions were combined, dried using magnesium sulfate, and the solvent evaporated to give a cream solid. Recrystallization from hot hexane yields 2.31 g (85% yield) 1-(16-Heptadecenyl)-3,7-dimethylxanthine as a ... Reactants: C, CCO, CO, [Pd], O=C(O)C=Cc1cc2ccccc2n1S(=O)(=O)c1ccccc1. The product is O=C(O)CCc1cc2ccccc2n1S(=O)(=O)c1ccccc1. As a reaction SMILES: [C:29].[CH3:24][CH2:25][OH:26].[CH3:27][OH:28].[Pd:30].[c:1]1([S:7](=[O:8])(=[O:9])[n:10]2[c:11]([CH:19]=[CH:20][C:21](=[O:22])[OH:23])[cH:12][c:13]3[cH:14][cH:15][cH:16][cH:17][c:18]23)[cH:2][cH:3][cH:4][cH:5][cH:6]1>>[c:1]1([S:7](=[O:8])(=[O:9])[n:10]2[c:11]([CH2:19][CH2:20][C:21](=[O:22])[OH:23])[cH:12][c:13]3[cH:14][cH:15][cH:16][cH:17][c:18]23)[cH:2][cH:3][cH:4][cH:5][cH:6]1. Reactants: BrCCOC1CCCCO1, CC(C)n1ncnc1-c1nc2c(s1)CCOc1cc(C3CN(CC(N)=O)C3)ccc1-2, CN(C)C=O. The product is CC(C)n1ncnc1-c1nc2c(s1)CCOc1cc(C3CN(CCOC4CCCCO4)C3)ccc1-2. RXN SMILES: [Br:31][CH2:32][CH2:33][O:34][CH:35]1[O:36][CH2:37][CH2:38][CH2:39][CH2:40]1.[CH:1]([CH3:2])([CH3:3])[n:4]1[n:5][cH:6][n:7][c:8]1-[c:9]1[s:10][c:11]2[c:17]([n:18]1)-[c:16]1[c:15]([cH:22][c:21]([CH:23]3[CH2:24][N:25]([CH2:27][C:28](=[O:29])[NH2:30])[CH2:26]3)[cH:20][cH:19]1)[O:14][CH2:13][CH2:12]2.[O:41]=[CH:42][N:43]([CH3:44])[CH3:45]>>[CH:1]([CH3:2])([CH3:3])[n:4]1[n:5][cH:6][n:7][c:8]1-[c:9]1[s:10][c:11]2[c:17]([n:18]1)-[c:16]1[c:15]([cH:22][c:21]([CH:23]3[CH2:24][N:25]([CH2:27][CH2:28][O:29][CH:35]4[O:36][CH2:37][CH2:38][CH2:39][CH2:40]4)[CH2:26]3)[cH:20][cH:19]1)[O:14][CH2:13][CH2:12]2. The reactants are ClC(=O)OC (methyl chloroformate), FC(C1=CC=C(C=C1)OC(CF)(C#C)CF)(F)F (1-fluoro-2-fluoromethyl-3-butyn-2-yl 4-trifluoromethylphenyl ether), CCCCCC (hexane), C(CCC)[Li] (n-butyllithium), CCCCCC (hexane). The solvent is C(C)OCC (diethyl ether), C(C)OCC (diethyl ether). Run at time 1 hour. Product: FCC(C#CC(=O)OC)(OC1=CC=C(C=C1)C(F)(F)F)CF (Methyl 5-fluoro-4-fluoromethyl-4-(4-trifluoromethylphenoxy)-2-pentynoate). Yield: 78.9%. Reaction SMILES: [F:1][C:2]([F:18])([F:17])[C:3]1[CH:8]=[CH:7][C:6]([O:9][C:10]([CH2:15][F:16])([C:13]#[CH:14])[CH2:11][F:12])=[CH:5][CH:4]=1.CCCCCC.C([Li])CCC.Cl[C:31]([O:33][CH3:34])=[O:32]>C(OCC)C>[F:16][CH2:15][C:10]([CH2:11][F:12])([O:9][C:6]1[CH:7]=[CH:8][C:3]([C:2]([F:17])([F:18])[F:1])=[CH:4][CH:5]=1)[C:13]#[C:14][C:31]([O:33][CH3:34])=[O:32]. Procedure details: An amount (0.53 g) of 1-fluoro-2-fluoromethyl-3-butyn-2-yl 4-trifluoromethylphenyl ether was dissolved in diethyl ether (3 ml); to the solution under cooling with ice, a hexane solution (1.4 ml) of 1.69 M n-butyllithium was added dropwise under a nitrogen atmosphere. After the end of the dropwise addition, the mixture was stirred for 1 hour under cooling with ice. The resulting mixture was added dropwise to a solution of methyl chloroformate (0.38 g) in diethyl ether (3 ml) under a nitrogen atmo... Starting materials: COC=1C=C(C=CC1)C1(C(CCCCC1)=O)CC(=O)OCC (2-(m-methoxyphenyl)-2-ethoxycarbonylmethyl-cycloheptanone), ice water, C(C)OC(=O)CC1C(C(CCCC1)C=O)=O (2-ethoxycarbonylmethyl-7-formylcycloheptanone), [Na] (sodium), C(=O)OCC (ethyl formate). Run in CCOCC (ether). Run at time 5 day. The product is COC=1C=C(C=CC1)C1(C(C(CCCC1)C=O)=O)CC(=O)OCC (2-(m-Methoxyphenyl)-2-Ethoxycarbonylmethyl-7-Formylcycloheptanone). As a reaction SMILES: [CH3:1][O:2][C:3]1[CH:4]=[C:5]([C:9]2([CH2:17][C:18]([O:20][CH2:21][CH3:22])=[O:19])[CH2:15][CH2:14][CH2:13][CH2:12][CH2:11][C:10]2=[O:16])[CH:6]=[CH:7][CH:8]=1.[Na].[CH:24](OCC)=[O:25].C(OC(CC1CCCCC(C=O)C1=O)=O)C>CCOCC>[CH3:1][O:2][C:3]1[CH:4]=[C:5]([C:9]2([CH2:17][C:18]([O:20][CH2:21][CH3:22])=[O:19])[CH2:15][CH2:14][CH2:13][CH2:12][CH:11]([CH:24]=[O:25])[C:10]2=[O:16])[CH:6]=[CH:7][CH:8]=1 |^1:22|. Procedure details: A mixture was prepared containing 313 g. of 2-(m-methoxyphenyl)-2-ethoxycarbonylmethyl-cycloheptanone, 2 liters of ether, 332.9 g. of sodium and 115.7 g. of ethyl formate. The reaction mixture was stirred at ambient temperature for 5 days and then poured onto an ice-water mixture. The ether layer was separated and saved for recovery of starting material. The aqueous layer was acidified with cold 10 percent aqueous hydrochloric acid and the resulting acidic layer extracted with an equal volume of... Reactants: ClC1=C2C3=C(C(NC2=NC=C1)=O)C=CC(=C3)C(F)(F)F (1-chloro-9-trifluoromethyl-5H-benzo[c][1,8]naphthyridin-6-one), NC1=CC=C(C=C1)NC(C1=CC=CC=C1)=O (N-(4-amino-phenyl)-benzamide). The product is FC(C1=CC2=C(C(NC3=NC=CC(=C23)NC2=CC=C(C=C2)NC(C2=CC=CC=C2)=O)=O)C=C1)(F)F (N-[4-(9-Trifluoromethyl-6-oxo-5,6-dihydro-benzo[c][1,8]naphthyridin-1-ylamino)-phenyl]-benzamide). As a reaction SMILES: Cl[C:2]1[CH:11]=[CH:10][N:9]=[C:8]2[C:3]=1[C:4]1[CH:16]=[C:15]([C:17]([F:20])([F:19])[F:18])[CH:14]=[CH:13][C:5]=1[C:6](=[O:12])[NH:7]2.[NH2:21][C:22]1[CH:27]=[CH:26][C:25]([NH:28][C:29](=[O:36])[C:30]2[CH:35]=[CH:34][CH:33]=[CH:32][CH:31]=2)=[CH:24][CH:23]=1>>[F:18][C:17]([F:20])([F:19])[C:15]1[CH:14]=[CH:13][C:5]2[C:6](=[O:12])[NH:7][C:8]3[C:3]([C:4]=2[CH:16]=1)=[C:2]([NH:21][C:22]1[CH:27]=[CH:26][C:25]([NH:28][C:29](=[O:36])[C:30]2[CH:35]=[CH:34][CH:33]=[CH:32][CH:31]=2)=[CH:24][CH:23]=1)[CH:11]=[CH:10][N:9]=3. Reported procedure: The title compound was synthesized according to the procedure described for the preparation of Example 378, method 2 using 1-chloro-9-trifluoromethyl-5H-benzo[c][1,8]naphthyridin-6-one and N-(4-amino-phenyl)-benzamide to provide 403. LC-MS (M+H=475, obsd.=475). 1H NMR (400 MHz, DMSO-d6): δ 6.96 (d, 1H), 7.18 (d, 2H), 7.54 (m, 3H), 7.76 (m, 2H), 7.78 (d, 1H), 7.97 (d, 1H), 8.10 (d, 1H), 8.27 (s, 1H), 8.85 (d, 1H), 8.99 (s, 1H), 10.25 (s, 1H).